Task: describe an organic reaction: reactants, conditions, products, and yield. Dataset: the Open Reaction Database (ORD), a public repository of structured organic reaction records The reactants are ClC1=C2C(CC(=NC2=CC(=C1)Cl)C(=O)O)=O (5,7-dichloro-quinolin-4-one-2-carboxylic acid), butyl ester, C1(=CC=CC=C1)S(=O)(=O)N=C=O (benzenesulfonyl isocyanate). The solvent is C(C)#N (acetonitrile). Conditions: time 16 hour. The product is ClC1=C2C(C=C(NC2=CC(=C1)Cl)C(=O)OCCCC)=NS(=O)(=O)C1=CC=CC=C1 (5,7-Dichloro-4-[benzenesulfonylimino]-1,4-dihydroquinoline-2-carboxylic acid, butyl ester). RXN SMILES: [Cl:1][C:2]1[CH:11]=[C:10]([Cl:12])[CH:9]=[C:8]2[C:3]=1[C:4](=O)[CH2:5][C:6]([C:13]([OH:15])=[O:14])=[N:7]2.[C:17]1([S:23]([N:26]=C=O)(=[O:25])=[O:24])[CH:22]=[CH:21][CH:20]=[CH:19][CH:18]=1>C(#N)C>[Cl:1][C:2]1[CH:11]=[C:10]([Cl:12])[CH:9]=[C:8]2[C:3]=1[C:4](=[N:26][S:23]([C:17]1[CH:22]=[CH:21][CH:20]=[CH:19][CH:18]=1)(=[O:25])=[O:24])[CH:5]=[C:6]([C:13]([O:15][CH2:11][CH2:2][CH2:3][CH3:4])=[O:14])[NH:7]2. Reported procedure: Combine 5,7-dichloro-quinolin-4-one-2-carboxylic acid, butyl ester (1.00 g, 3.2 mmol) and benzenesulfonyl isocyanate (0.85 mL, 6.3 mmol) in acetonitrile (15 mL). Heat to reflux under an inert atmosphere. After 16 hours, quench with methanol (5 mL). Evaporate in vacuo. Chromatograph on silica gel eluting with 2% acetone/dichloromethane. Recrystallize from ethyl acetate/hexane to give the title compound as a solid: TLC Rf =0.38 (silica gel, 2% acetone/dichloromethane); mp; 94°-95° C. Elem. Anal. c... Starting materials: [H-].[Na+] (Sodium hydride), [Br-].C(#N)CCC[P+](C1=CC=CC=C1)(C1=CC=CC=C1)C1=CC=CC=C1 (3-cyanopropyltriphenylphosphonium bromide), CC1=C(N=C(O1)C1=CC=CC=C1)COC1=CC2=C(C=C(O2)C=O)C=C1 (6-(5-Methyl-2-phenyl-4-oxazolylmethoxy)benzofuran-2-carboaldehyde), ice water, Cl (hydrochloric acid). Reagents/catalysts: [C].[Pd] (palladium-carbon). Solvent: O1CCCC1 (tetrahydrofuran), CN(C=O)C (N,N-dimethylformamide). Conditions: time 1 hour. The product is C(#N)CCCCC=1OC2=C(C1)C=CC(=C2)OCC=2N=C(OC2C)C2=CC=CC=C2 (2-(4-cyanobutyl)-6-(5-methyl-2-phenyl-4-oxazolylmethoxy)benzofuran). Isolated yield 59.8%. Reaction SMILES: [H-].[Na+].[Br-].[C:4]([CH2:6][CH2:7][CH2:8][P+](C1C=CC=CC=1)(C1C=CC=CC=1)C1C=CC=CC=1)#[N:5].[CH3:28][C:29]1[O:33][C:32]([C:34]2[CH:39]=[CH:38][CH:37]=[CH:36][CH:35]=2)=[N:31][C:30]=1[CH2:40][O:41][C:42]1[CH:52]=[CH:51][C:45]2[CH:46]=[C:47]([CH:49]=O)[O:48][C:44]=2[CH:43]=1.Cl>CN(C)C=O.O1CCCC1.[C].[Pd]>[C:4]([CH2:6][CH2:7][CH2:8][CH2:49][C:47]1[O:48][C:44]2[CH:43]=[C:42]([O:41][CH2:40][C:30]3[N:31]=[C:32]([C:34]4[CH:35]=[CH:36][CH:37]=[CH:38][CH:39]=4)[O:33][C:29]=3[CH3:28])[CH:52]=[CH:51][C:45]=2[CH:46]=1)#[N:5] |f:0.1,2.3,8.9|. Procedure details: Sodium hydride (60%, oily, 0.20 g) was gradually added to a solution of 3-cyanopropyltriphenylphosphonium bromide (2.07 g) in N,N-dimethylformamide (30 ml) at room temperature, followed by stirring for 1 hour. 6-(5-Methyl-2-phenyl-4-oxazolylmethoxy)benzofuran-2-carboaldehyde (1.40 g) was added, followed by stirring at 70° to 80° C. for 2 hours. The reaction mixture was poured over ice water and neutralized with 2N hydrochloric acid, followed by extraction with ethyl acetate (200 ml). After the e... The reactants are [Li]CCCC, COc1cccc(C(O)c2ccccc2)c1, CCCCCC, O=C=O. Yields the product COc1cccc2c1C(=O)OC2c1ccccc1. RXN SMILES: [CH2:17]([Li:18])[CH2:19][CH2:20][CH3:21].[CH3:1][O:2][c:3]1[cH:4][c:5]([CH:6]([c:7]2[cH:8][cH:9][cH:10][cH:11][cH:12]2)[OH:13])[cH:14][cH:15][cH:16]1.[CH3:25][CH2:26][CH2:27][CH2:28][CH2:29][CH3:30].[O:22]=[C:23]=[O:24]>>[CH3:1][O:2][c:3]1[c:4]2[c:5]([cH:14][cH:15][cH:16]1)[CH:6]([c:7]1[cH:8][cH:9][cH:10][cH:11][cH:12]1)[O:13][C:23]2=[O:22]. As a reaction SMILES: [C:1]([O:2][C:3](=[O:4])[N:8]1[CH2:9][CH2:10][N:11]([CH2:14][c:15]2[n:16][n:17][c:18]3[n:19]2-[c:20]2[c:21]([cH:32][c:33]([Cl:36])[cH:34][cH:35]2)[N:22]([c:26]2[cH:27][cH:28][cH:29][cH:30][cH:31]2)[C:23](=[O:25])[CH2:24]3)[CH2:12][CH2:13]1)([CH3:5])([CH3:6])[CH3:7].[OH:37][C:38]([C:39]([F:40])([F:41])[F:42])=[O:43]>>[NH:8]1[CH2:9][CH2:10][N:11]([CH2:14][c:15]2[n:16][n:17][c:18]3[n:19]2-[c:20]2[c:21]([cH:32][c:33]([Cl:36])[cH:34][cH:35]2)[N:22]([c:26]2[cH:27][cH:28][cH:29][cH:30][cH:31]2)[C:23](=[O:25])[CH2:24]3)[CH2:12][CH2:13]1. Product: O=C1Cc2nnc(CN3CCNCC3)n2-c2ccc(Cl)cc2N1c1ccccc1. Starting materials: CC(C)(C)OC(=O)N1CCN(Cc2nnc3n2-c2ccc(Cl)cc2N(c2ccccc2)C(=O)C3)CC1, O=C(O)C(F)(F)F. The reactants are O (water), N (ammonia), C(C)O (ethanol), C(C=C)OC1=C(C=C(C=C1)CCl)C (1-allyloxy-4-chloromethyl-2-methyl-benzene), NC(=S)N (thiourea), C(C)O (ethanol). Yields the product C(C=C)OC1=CC(=C(C=C1)CS)C ((4-allyloxy-2-methyl-phenyl)-methanethiol). The yield is 59.0%. As a reaction SMILES: [CH2:1]([O:4][C:5]1[CH:10]=[CH:9][C:8](CCl)=[CH:7][C:6]=1C)[CH:2]=[CH2:3].N[C:15](N)=[S:16].O.N.[CH2:20](O)C>>[CH2:1]([O:4][C:5]1[CH:6]=[CH:7][C:8]([CH2:15][SH:16])=[C:9]([CH3:20])[CH:10]=1)[CH:2]=[CH2:3]. Procedure details: A mixture of 3.40 g (17.3 mmol) 1-allyloxy-4-chloromethyl-2-methyl-benzene and 1.45 g (19.0 mmol) thiourea in 5.0 ml ethanol was heated to reflux for 7 h. Solvents were distilled off and the crystalline residue was washed with cold ethanol and isolated by filtration. After addition of 5.0 ml ethanol, 2.0 ml water and 1.4 ml 25% aqueous ammonia, the mixture was heated to reflux for 2 h. Ethanol was distilled off, then acidified with 0.5 ml half conc. HCl and extracted with ethyl acetate. The solu... The product is CC(=O)OC(C1=C(C=CC=C1)O)=O.C(C1=CC=CC=C1)(=O)N[C@@H](C(C)C)C(=O)N[C@@H](C)C(=O)N[C@@H](CCCC)C(=O)O (N-Benzoyl-L-valyl-L-alanyl-L-norleucine 2-hydroxybenzoyloxy methyl ketone). As a reaction SMILES: Br[CH2:2][C:3](CBr)=[O:4].[C:7]([NH:15][C@H:16]([C:20]([NH:22][C@H:23]([C:25]([NH:27][C@H:28]([C:33]([OH:35])=[O:34])[CH2:29][CH2:30][CH2:31][CH3:32])=[O:26])[CH3:24])=[O:21])[CH:17]([CH3:19])[CH3:18])(=[O:14])[C:8]1[CH:13]=[CH:12][CH:11]=[CH:10][CH:9]=1.[OH:36][C:37]1[CH:45]=[CH:44][CH:43]=[CH:42][C:38]=1[C:39]([OH:41])=[O:40]>>[CH3:2][C:3]([O:40][C:39](=[O:41])[C:38]1[CH:42]=[CH:43][CH:44]=[CH:45][C:37]=1[OH:36])=[O:4].[C:7]([NH:15][C@H:16]([C:20]([NH:22][C@H:23]([C:25]([NH:27][C@H:28]([C:33]([OH:35])=[O:34])[CH2:29][CH2:30][CH2:31][CH3:32])=[O:26])[CH3:24])=[O:21])[CH:17]([CH3:18])[CH3:19])(=[O:14])[C:8]1[CH:9]=[CH:10][CH:11]=[CH:12][CH:13]=1 |f:0.1,3.4|. Starting materials: BrCC(=O)CBr.C(C1=CC=CC=C1)(=O)N[C@@H](C(C)C)C(=O)N[C@@H](C)C(=O)N[C@@H](CCCC)C(=O)O (N-benzoyl-L-valyl-L-alanyl-L-norleucine bromomethyl ketone), OC1=C(C(=O)O)C=CC=C1 (2-hydroxybenzoic acid). Procedure: (Electrospray MS m/z 540 [MH+ ]) from of N-benzoyl-L-valyl-L-alanyl-L-norleucine bromomethyl ketone and 2-hydroxybenzoic acid.